From a dataset of the Open Reaction Database (ORD), a public repository of structured organic reaction records. describe an organic reaction: reactants, conditions, products, and yield Starting materials: IC1=CC=2C3=C(NC2C=N1)N=CC(=C3)C3=CC=C(C=C3)CN3CCCCC3 (6-iodo-3-(4-piperidin-1-ylmethyl-phenyl)-9H-dipyrido[2,3-b;4′,3′-d]pyrrole), CN1N=NC=C1[Sn](C)(C)C (1-methyl-5-(trimethylstannyl)-1H-1,2,3-triazole), C(C)(C)N(C(C)C)CC (N,N-diisopropylethylamine). Reagents/catalysts: Cl[Pd]([P](C1=CC=CC=C1)(C2=CC=CC=C2)C3=CC=CC=C3)([P](C4=CC=CC=C4)(C5=CC=CC=C5)C6=CC=CC=C6)Cl (bis(triphenylphosphine)palladium(II) dichloride). Run in C(Cl)Cl (DCM), CO (methanol), O1CCOCC1 (1,4-dioxane). Conditions: temperature 100 celsius. Yields the product CN1N=NC=C1C1=CC=2C3=C(NC2C=N1)N=CC(=C3)C3=CC=C(C=C3)CN3CCCCC3 (6-(1-Methyl-1H-1,2,3-triazol-5-yl)-3-(4-piperidin-1-ylmethyl-phenyl)-9H-dipyrido[2,3-b;4′,3′-d]pyrrole). The yield is 22.5%. RXN SMILES: I[C:2]1[N:10]=[CH:9][C:8]2[NH:7][C:6]3[N:11]=[CH:12][C:13]([C:15]4[CH:20]=[CH:19][C:18]([CH2:21][N:22]5[CH2:27][CH2:26][CH2:25][CH2:24][CH2:23]5)=[CH:17][CH:16]=4)=[CH:14][C:5]=3[C:4]=2[CH:3]=1.[CH3:28][N:29]1[C:33]([Sn](C)(C)C)=[CH:32][N:31]=[N:30]1.C(N(CC)C(C)C)(C)C>O1CCOCC1.C(Cl)Cl.CO.Cl[Pd](Cl)([P](C1C=CC=CC=1)(C1C=CC=CC=1)C1C=CC=CC=1)[P](C1C=CC=CC=1)(C1C=CC=CC=1)C1C=CC=CC=1>[CH3:28][N:29]1[C:33]([C:2]2[N:10]=[CH:9][C:8]3[NH:7][C:6]4[N:11]=[CH:12][C:13]([C:15]5[CH:16]=[CH:17][C:18]([CH2:21][N:22]6[CH2:27][CH2:26][CH2:25][CH2:24][CH2:23]6)=[CH:19][CH:20]=5)=[CH:14][C:5]=4[C:4]=3[CH:3]=2)=[CH:32][N:31]=[N:30]1 |^1:60,79|. Procedure: A degassed mixture of 6-iodo-3-(4-piperidin-1-ylmethyl-phenyl)-9H-dipyrido[2,3-b;4′,3′-d]pyrrole (100 mg, 0.21 mmol), 1-methyl-5-(trimethylstannyl)-1H-1,2,3-triazole (158 mg, 0.64 mmol) and bis(triphenylphosphine)palladium(II) dichloride (15 mg, 0.021 mmol) in N,N-diisopropylethylamine (0.74 mL, 0.43 mmol) in 1,4-dioxane (1.7 mL) was heated at 100° C. for 1 h. The cooled reaction mixture was diluted with DCM (20 mL) and methanol (2 mL) and washed with water (15 mL). The organic phase was separat... The reactants are FC1=C(C=CC(=C1)NCC1=CC=C(C=C1)CN1N=C(C=C1CCC1=CC=CC=C1)C1=CC=C(C=C1)C(F)(F)F)CCC(=O)OCC (ethyl 3-(2-fluoro-4-{[4-({5-(2-phenylethyl)-3-[4-(trifluoromethyl)phenyl]-1H-pyrazol-1-yl}methyl)benzyl]amino}phenyl)propanoate), [OH-].[Na+] (sodium hydroxide), C(CC(O)(C(=O)O)CC(=O)O)(=O)O (citric acid), O (water). The solvent is C(C)O (ethanol), O1CCCC1 (tetrahydrofuran). Reaction conditions: time 2 hour. Product: FC1=C(C=CC(=C1)NCC1=CC=C(C=C1)CN1N=C(C=C1CCC1=CC=CC=C1)C1=CC=C(C=C1)C(F)(F)F)CCC(=O)O (3-(2-fluoro-4-{[4-({5-(2-phenylethyl)-3-[4-(trifluoromethyl)phenyl]-1H-pyrazol-1-yl}methyl)benzyl]amino}phenyl)propanoic acid). Isolated yield 51.0%. Reaction SMILES: [F:1][C:2]1[CH:7]=[C:6]([NH:8][CH2:9][C:10]2[CH:15]=[CH:14][C:13]([CH2:16][N:17]3[C:21]([CH2:22][CH2:23][C:24]4[CH:29]=[CH:28][CH:27]=[CH:26][CH:25]=4)=[CH:20][C:19]([C:30]4[CH:35]=[CH:34][C:33]([C:36]([F:39])([F:38])[F:37])=[CH:32][CH:31]=4)=[N:18]3)=[CH:12][CH:11]=2)[CH:5]=[CH:4][C:3]=1[CH2:40][CH2:41][C:42]([O:44]CC)=[O:43].[OH-].[Na+].O.C(O)(=O)CC(CC(O)=O)(C(O)=O)O>C(O)C.O1CCCC1>[F:1][C:2]1[CH:7]=[C:6]([NH:8][CH2:9][C:10]2[CH:15]=[CH:14][C:13]([CH2:16][N:17]3[C:21]([CH2:22][CH2:23][C:24]4[CH:29]=[CH:28][CH:27]=[CH:26][CH:25]=4)=[CH:20][C:19]([C:30]4[CH:31]=[CH:32][C:33]([C:36]([F:38])([F:37])[F:39])=[CH:34][CH:35]=4)=[N:18]3)=[CH:12][CH:11]=2)[CH:5]=[CH:4][C:3]=1[CH2:40][CH2:41][C:42]([OH:44])=[O:43] |f:1.2|. Reported procedure: To a solution of ethyl 3-(2-fluoro-4-{[4-({5-(2-phenylethyl)-3-[4-(trifluoromethyl)phenyl]-1H-pyrazol-1-yl}methyl)benzyl]amino}phenyl)propanoate in ethanol (10 mL) and tetrahydrofuran (10 mL) was added 1 M aqueous sodium hydroxide solution (4 mL), and the mixture was stirred at room temperature for 2 hr. The reaction mixture was poured into water, and the mixture was weakly acidified with 10% aqueous citric acid solution and extracted with ethyl acetate. The ethyl acetate layer was dried using a...